From a dataset of the Open Reaction Database (ORD), a public repository of structured organic reaction records. describe an organic reaction: reactants, conditions, products, and yield Reactants: O=C1OC2=C(N1)C=CC(=C2)C(C(=O)OCC)C (Ethyl 2-(2,3-dihydro-2-oxobenzo[d]oxazol-6-yl)propanoate), [OH-].[Na+] (sodium hydroxide), C(C)(=O)O (acetic acid), O (water). Run in CCO (EtOH). Conditions: temperature 45 celsius, time 24 hour. Product: O=C1OC2=C(N1)C=CC(=C2)C(C(=O)O)C (2-(2,3-Dihydro-2-oxobenzo[d]oxazol-6-yl)propanoic acid). Reaction SMILES: [O:1]=[C:2]1[NH:6][C:5]2[CH:7]=[CH:8][C:9]([CH:11]([CH3:17])[C:12]([O:14]CC)=[O:13])=[CH:10][C:4]=2[O:3]1.[OH-].[Na+].O.C(O)(=O)C>CCO>[O:1]=[C:2]1[NH:6][C:5]2[CH:7]=[CH:8][C:9]([CH:11]([CH3:17])[C:12]([OH:14])=[O:13])=[CH:10][C:4]=2[O:3]1 |f:1.2|. Reported procedure: A solution of Ethyl 2-(2,3-dihydro-2-oxobenzo[d]oxazol-6-yl)propanoate (95 mg, 0.404 mmol) in 90% aq. EtOH (5 mL) was added sodium hydroxide (82 mg, 2.05 mmol) at room temperature. The reaction mixture was stirred for 24 hours at 45° C. and cooled to room temperature. The mixture was added water (10 mL) and acidified with acetic acid (pH=4). The mixture was extracted with methylene chloride. The organic layer was dried with MgSO4 and filtered. The filtrate was concentrated in vacuo.